Dataset: the Open Reaction Database (ORD), a public repository of structured organic reaction records. Task: describe an organic reaction: reactants, conditions, products, and yield The product is [Li+].CC(C)[N-]C(C)C (LDA), C(C)OC(=O)C1(CCN(CC1)C(=O)OC(C)(C)C)C(C[N+](=O)[O-])C1=CC=C(C=C1)F (rac-4-[1-(4-Fluoro-phenyl)-2-nitro-ethyl]-piperidine-1,4-dicarboxylic acid 1-tert-butyl ester 4-ethyl ester). RXN SMILES: [CH:1]([NH:4][CH:5]([CH3:7])[CH3:6])([CH3:3])[CH3:2].[Li:8]CCCC.[CH2:13]([O:15][C:16]([CH:18]1[CH2:23][CH2:22][N:21]([C:24]([O:26][C:27]([CH3:30])([CH3:29])[CH3:28])=[O:25])[CH2:20][CH2:19]1)=[O:17])[CH3:14].[F:31][C:32]1[CH:42]=[CH:41][C:35](/[CH:36]=[CH:37]/[N+:38]([O-:40])=[O:39])=[CH:34][CH:33]=1>C1COCC1>[Li+:8].[CH3:2][CH:1]([N-:4][CH:5]([CH3:7])[CH3:6])[CH3:3].[CH2:13]([O:15][C:16]([C:18]1([CH:36]([C:35]2[CH:41]=[CH:42][C:32]([F:31])=[CH:33][CH:34]=2)[CH2:37][N+:38]([O-:40])=[O:39])[CH2:23][CH2:22][N:21]([C:24]([O:26][C:27]([CH3:29])([CH3:28])[CH3:30])=[O:25])[CH2:20][CH2:19]1)=[O:17])[CH3:14] |f:5.6|. Isolated yield 104.8%. Procedure details: An LDA solution was prepared by treating diisopropylamine (6.98 g, 69 mmol) with BuLi (1.6 M, 41.3 mL, 66 mmol) at −78° C. in dry THF (45 mL) under argon and allowing to warm up to −20° C. This solution was then cooled to −60° C. added to a solution of piperidine-1,4-dicarboxylic acid 1-tert-butyl ester 4-ethyl ester (15.44 g, 60 mmol) in dry THF (45 mL) at −60° C. and allowed to warm up to −40° C. over 1 h whereupon a solution of 4-fluoro-trans-beta-nitrostyrene (10.02 g, 60 mmol) in dry THF (4... Conditions: temperature -20 celsius. The solvent is C1CCOC1 (THF), C1CCOC1 (THF), C1CCOC1 (THF). Starting materials: C(C)OC(=O)C1CCN(CC1)C(=O)OC(C)(C)C (piperidine-1,4-dicarboxylic acid 1-tert-butyl ester 4-ethyl ester), FC1=CC=C(/C=C/[N+](=O)[O-])C=C1 (4-fluoro-trans-beta-nitrostyrene), C(C)(C)NC(C)C (diisopropylamine), [Li]CCCC (BuLi). The reactants are CCOC(=O)c1cnn(C2CC2)c1C(F)(F)F, CO, [Li+], [OH-], O. Yields the product O=C(O)c1cnn(C2CC2)c1C(F)(F)F. RXN SMILES: [CH2:1]([CH3:2])[O:3][C:4](=[O:5])[c:6]1[cH:7][n:8][n:9]([CH:15]2[CH2:16][CH2:17]2)[c:10]1[C:11]([F:12])([F:13])[F:14].[CH3:20][OH:21].[Li+:19].[OH-:18].[OH2:22]>>[O:3]=[C:4]([OH:5])[c:6]1[cH:7][n:8][n:9]([CH:15]2[CH2:16][CH2:17]2)[c:10]1[C:11]([F:12])([F:13])[F:14]. The reactants are CCO, CO, Cl, [H][H], CCOC(=O)c1ccc(CN=[N+]=[N-])cc1O. Product: Cl, CCOC(=O)c1ccc(CN)cc1O. Reaction SMILES: [CH3:20][CH2:21][OH:22].[CH3:23][OH:24].[ClH:17].[H:18][H:19].[N:1](=[N+:2]=[N-:3])[CH2:4][c:5]1[cH:6][c:7]([OH:16])[c:8]([C:9](=[O:10])[O:11][CH2:12][CH3:13])[cH:14][cH:15]1>>[ClH:17].[NH2:1][CH2:4][c:5]1[cH:6][c:7]([OH:16])[c:8]([C:9](=[O:10])[O:11][CH2:12][CH3:13])[cH:14][cH:15]1. Reactants: C1(=CC=CC=C1)CCCN1CCC(CC1)CCNC(=O)C1=CC2=CN=C3C=CC=C(S1)N32 (N-[2-(1-(3-phenylpropan-1-yl)piperidin-4-yl)ethan-1-yl]-5-thia-1,8b-diazaacenaphthylene-4-carboxamide), Cl.CO (HCl methanol). Solvent: C(C)O (ethanol). Product: Cl.Cl.C1(=CC=CC=C1)CCCN1CCC(CC1)CCNC(=O)C1=CC2=CN=C3C=CC=C(S1)N32 (N-[2-(1-(3-phenylpropan-1-yl)piperidin-4-yl)ethan-1-yl]-5-thia-1,8b-diazaacenaphthylene-4-carboxamide Dihydrochloride). RXN SMILES: [C:1]1([CH2:7][CH2:8][CH2:9][N:10]2[CH2:15][CH2:14][CH:13]([CH2:16][CH2:17][NH:18][C:19]([C:21]3[S:31][C:30]4[N:32]5[C:23](=[CH:24][N:25]=[C:26]5[CH:27]=[CH:28][CH:29]=4)[CH:22]=3)=[O:20])[CH2:12][CH2:11]2)[CH:6]=[CH:5][CH:4]=[CH:3][CH:2]=1.[ClH:33].CO>C(O)C>[ClH:33].[ClH:33].[C:1]1([CH2:7][CH2:8][CH2:9][N:10]2[CH2:11][CH2:12][CH:13]([CH2:16][CH2:17][NH:18][C:19]([C:21]3[S:31][C:30]4[N:32]5[C:23](=[CH:24][N:25]=[C:26]5[CH:27]=[CH:28][CH:29]=4)[CH:22]=3)=[O:20])[CH2:14][CH2:15]2)[CH:6]=[CH:5][CH:4]=[CH:3][CH:2]=1 |f:1.2,4.5.6|. Reported procedure: To a solution of 0.5142 g (1.15 mM) of N-[2-(1-(3-phenylpropan-1-yl)piperidin-4-yl)ethan-1-yl]-5-thia-1,8b-diazaacenaphthylene-4-carboxamide in ethanol (10 ml) was added 4 ml (16 mM) of 4N-HCl/methanol at room temperature and the mixture was stirred at room temperature for several minutes. The solvent was distilled off under reduced pressure and diethyl ether was added to the residue. The resulting crystals were collected by filtration and rinsed with ethanol and diethyl ether to provide the tit... The reactants are Cc1nc2sccn2c1C(=O)NCC1NCC2CC(C)CC21, COc1cccc(-c2ccccc2C(=O)O)c1. Yields the product COc1cccc(-c2ccccc2C(=O)N2CC3CC(C)CC3C2CNC(=O)c2c(C)nc3sccn23)c1. RXN SMILES: [CH3:1][CH:2]1[CH2:3][CH:4]2[CH2:5][NH:6][CH:7]([CH2:10][NH:11][C:12](=[O:13])[c:14]3[c:15]([CH3:22])[n:16][c:17]4[s:18][cH:19][cH:20][n:21]34)[CH:8]2[CH2:9]1.[CH3:23][O:24][c:25]1[cH:26][c:27](-[c:31]2[c:32]([C:37](=[O:38])[OH:39])[cH:33][cH:34][cH:35][cH:36]2)[cH:28][cH:29][cH:30]1>>[CH3:1][CH:2]1[CH2:3][CH:4]2[CH2:5][N:6]([C:37]([c:32]3[c:31](-[c:27]4[cH:26][c:25]([O:24][CH3:23])[cH:30][cH:29][cH:28]4)[cH:36][cH:35][cH:34][cH:33]3)=[O:38])[CH:7]([CH2:10][NH:11][C:12](=[O:13])[c:14]3[c:15]([CH3:22])[n:16][c:17]4[s:18][cH:19][cH:20][n:21]34)[CH:8]2[CH2:9]1. Run in TEA THF. The reagents and catalysts are Cl[Pd]([P](C1=CC=CC=C1)(C2=CC=CC=C2)C3=CC=CC=C3)([P](C4=CC=CC=C4)(C5=CC=CC=C5)C6=CC=CC=C6)Cl (Pd(PPh3)2Cl2), [Cu]I (CuI). Reported procedure: A mixture of N-(4-iodo-phenyl)-methanesulfonamide (0.46 g, 1.54 mmol), Pd(PPh3)2Cl2 (54 mg, 0.077 mmol) and CuI (14.7 mg, 0.077 mmol) in TEA/THF (10 mL/3 mL) was treated with 1-ethynyl-4-methyl-benzene (0.29 mL, 2.32 mmol). The reaction mixture was degassed and stirred at room temperature for 30 min. The solvent was removed under the reduced pressure. The residue was diluted with EtOAc and water. After the usual work-up, the obtained crude material was purified by chromatography (35% EtOAc/hexan... Run at time 30 minute. Reactants: IC1=CC=C(C=C1)NS(=O)(=O)C (N-(4-iodo-phenyl)-methanesulfonamide), C(#C)C1=CC=C(C=C1)C (1-ethynyl-4-methyl-benzene). The product is C1(=CC=C(C=C1)C#CC1=CC=C(C=C1)NS(=O)(=O)C)C (N-(4-p-Tolylethynyl-phenyl)-methanesulfonamide). As a reaction SMILES: I[C:2]1[CH:7]=[CH:6][C:5]([NH:8][S:9]([CH3:12])(=[O:11])=[O:10])=[CH:4][CH:3]=1.[C:13]([C:15]1[CH:20]=[CH:19][C:18]([CH3:21])=[CH:17][CH:16]=1)#[CH:14]>Cl[Pd](Cl)([P](C1C=CC=CC=1)(C1C=CC=CC=1)C1C=CC=CC=1)[P](C1C=CC=CC=1)(C1C=CC=CC=1)C1C=CC=CC=1.[Cu]I>[C:18]1([CH3:21])[CH:19]=[CH:20][C:15]([C:13]#[C:14][C:2]2[CH:7]=[CH:6][C:5]([NH:8][S:9]([CH3:12])(=[O:11])=[O:10])=[CH:4][CH:3]=2)=[CH:16][CH:17]=1 |^1:24,43|.